Task: describe an organic reaction: reactants, conditions, products, and yield. Dataset: the Open Reaction Database (ORD), a public repository of structured organic reaction records The reactants are FC(C)(F)C=1N=C(SC1)CN1N=CC(=N1)N (2-[4-(1,1-difluoro-ethyl)-thiazol-2-ylmethyl]-2H-[1,2,3]triazol-4-ylamine), CN(C=1C=C(C=CC1)C1=C(N=CO1)C(=O)O)C (5-(3-dimethylamino-phenyl)-oxazole-4-carboxylic acid). Yields the product FC(C)(F)C=1N=C(SC1)CN1N=CC(=N1)NC(=O)C=1N=COC1C1=CC(=CC=C1)N(C)C (5-(3-Dimethylamino-phenyl)-oxazole-4-carboxylic acid {2-[4-(1,1-difluoro-ethyl)-thiazol-2-ylmethyl]-2H-[1,2,3]triazol-4-yl}-amide). Reaction SMILES: [F:1][C:2]([C:5]1[N:6]=[C:7]([CH2:10][N:11]2[N:15]=[C:14]([NH2:16])[CH:13]=[N:12]2)[S:8][CH:9]=1)([F:4])[CH3:3].[CH3:17][N:18]([CH3:33])[C:19]1[CH:20]=[C:21]([C:25]2[O:29][CH:28]=[N:27][C:26]=2[C:30](O)=[O:31])[CH:22]=[CH:23][CH:24]=1>>[F:1][C:2]([C:5]1[N:6]=[C:7]([CH2:10][N:11]2[N:15]=[C:14]([NH:16][C:30]([C:26]3[N:27]=[CH:28][O:29][C:25]=3[C:21]3[CH:22]=[CH:23][CH:24]=[C:19]([N:18]([CH3:33])[CH3:17])[CH:20]=3)=[O:31])[CH:13]=[N:12]2)[S:8][CH:9]=1)([F:4])[CH3:3]. Procedure details: Following general procedure Z2, starting from 2-[4-(1,1-difluoro-ethyl)-thiazol-2-ylmethyl]-2H-[1,2,3]triazol-4-ylamine and 5-(3-dimethylamino-phenyl)-oxazole-4-carboxylic acid.